Dataset: the Open Reaction Database (ORD), a public repository of structured organic reaction records. Task: describe an organic reaction: reactants, conditions, products, and yield Reactants: CC(C)O, Cc1ccccc1, CC(C)O[Al](OC(C)C)OC(C)C, Cl, CC(NC(=O)OC(C)(C)C)C(=O)c1ccc2c(c1)OCOC2. Yields the product CC(NC(=O)OC(C)(C)C)C(O)c1ccc2c(c1)OCOC2. As a reaction SMILES: [CH3:36][CH:37]([OH:38])[CH3:39].[CH3:41][c:42]1[cH:43][cH:44][cH:45][cH:46][cH:47]1.[CH:23]([O:24][Al:25]([O:26][CH:27]([CH3:28])[CH3:29])[O:30][CH:31]([CH3:32])[CH3:33])([CH3:34])[CH3:35].[ClH:40].[O:1]1[CH2:2][O:3][CH2:4][c:5]2[c:6]1[cH:7][c:8]([C:11]([CH:12]([CH3:13])[NH:14][C:15]([O:16][C:17]([CH3:18])([CH3:19])[CH3:20])=[O:21])=[O:22])[cH:9][cH:10]2>>[O:1]1[CH2:2][O:3][CH2:4][c:5]2[c:6]1[cH:7][c:8]([CH:11]([CH:12]([CH3:13])[NH:14][C:15]([O:16][C:17]([CH3:18])([CH3:19])[CH3:20])=[O:21])[OH:22])[cH:9][cH:10]2. Starting materials: NC1CC2=CC=CC=C2CC1 (2-aminotetralin), C1(=CC=C(C=C1)S(=O)(=O)N1C=CC2=C(C=CC=C12)OCC1CO1)C (1-[1-(p-toluenesulfonyl)-indol-4-yloxy]-2,3-epoxypropane). Run in C(C)O (ethanol). Product: C1C(CCC2=CC=CC=C12)NCC(COC1=C2C=CNC2=CC=C1)O (N-(1,2,3,4-tetrahydronaphth- 2-yl)-2-hydroxy-3-(4-indolyloxy)propanamine). Isolated yield 30.6%. RXN SMILES: [NH2:1][CH:2]1[CH2:11][CH2:10][C:9]2[C:4](=[CH:5][CH:6]=[CH:7][CH:8]=2)[CH2:3]1.C1(C)C=CC(S([N:21]2[C:29]3[C:24](=[C:25]([O:30][CH2:31][CH:32]4[O:34][CH2:33]4)[CH:26]=[CH:27][CH:28]=3)[CH:23]=[CH:22]2)(=O)=O)=CC=1>C(O)C>[CH2:3]1[C:4]2[C:9](=[CH:8][CH:7]=[CH:6][CH:5]=2)[CH2:10][CH2:11][CH:2]1[NH:1][CH2:33][CH:32]([OH:34])[CH2:31][O:30][C:25]1[CH:26]=[CH:27][CH:28]=[C:29]2[C:24]=1[CH:23]=[CH:22][NH:21]2. Reported procedure: A mixture of 2-aminotetralin (5 g) and 1-[1-(p-toluenesulfonyl)-indol-4-yloxy]-2,3-epoxypropane (11.7 g) in absolute ethanol (150 ml) is refluxed for 6 hours. The solvent is evaporated, the obtained residue is dissolved under stirring in hot isopropanol (100 ml) and the solution is made acidic by the addition of hydrochloric acid in isopropanol. The precipitate which forms is recovered by filtration, dissolved in a mixture of ethanol (250 ml) and aqueous sodium hydroxide (7.6 g in 85 ml of water... The reactants are FC(OC=1C=C(C=CC1)S(=O)(=O)NC1=CC=C(C=C1)[C@H]1CN(CC1)CCC)(F)F (3-trifluoromethoxy-N-[4-((S)-1-propyl-pyrrolidin-3-yl)-phenyl]-benzenesulfonamide), COC(=O)N1CC(CC1)C1=CC(=CC=C1)N (1-(Methoxycarbonyl)-3-(3-aminophenyl)-pyrrolidine), FC(OC=1C=C(C=CC1)S(=O)(=O)Cl)(F)F (3-trifluoromethoxy-benzenesulfonyl chloride). The product is COC(=O)N1CC(CC1)C1=CC(=CC=C1)NS(=O)(=O)C1=CC(=CC=C1)OC(F)(F)F (3-[3-(3-Trifluoromethoxy-benzenesulfonylamino)-phenyl]-pyrrolidine-1-carboxylic acid methyl ester). As a reaction SMILES: [F:1][C:2]([F:29])([F:28])[O:3][C:4]1[CH:5]=[C:6]([S:10]([NH:13][C:14]2[CH:19]=[CH:18][C:17]([C@@H]3CCN(CCC)C3)=[CH:16][CH:15]=2)(=[O:12])=[O:11])[CH:7]=[CH:8][CH:9]=1.[CH3:30][O:31][C:32]([N:34]1[CH2:38][CH2:37][CH:36](C2C=CC=C(N)C=2)[CH2:35]1)=[O:33].FC(F)(F)OC1C=C(S(Cl)(=O)=O)C=CC=1>>[CH3:30][O:31][C:32]([N:34]1[CH2:38][CH2:37][CH:36]([C:16]2[CH:17]=[CH:18][CH:19]=[C:14]([NH:13][S:10]([C:6]3[CH:7]=[CH:8][CH:9]=[C:4]([O:3][C:2]([F:28])([F:1])[F:29])[CH:5]=3)(=[O:11])=[O:12])[CH:15]=2)[CH2:35]1)=[O:33]. Procedure details: This compound was obtained following the same synthetic procedure as described for 3-trifluoromethoxy-N-[4-((S)-1-propyl-pyrrolidin-3-yl)-phenyl]-benzenesulfonamide by reacting 1-(Methoxycarbonyl)-3-(3-aminophenyl)-pyrrolidine as obtained in example b.1 with commercially available 3-trifluoromethoxy-benzenesulfonyl chloride. Starting materials: C(C)(C)(C)[Si](N1CCC=2C1=NC=C(C2)C(=O)O)(C)C (1-(tert-Butyl-dimethyl-silanyl)-2,3-dihydro-1H-pyrrolo[2,3-b]pyridine-5-carboxylic acid), C(#N)C1=C(C(=O)C(=C(C1=O)Cl)Cl)C#N (DDQ), N1N=CC2=CC=CC=C12 (azaindole). Run in solution, Cl (HCl), CO (MeOH), C(Cl)Cl (CH2Cl2). The product is N1C=CC=2C1=NC=C(C2)C(=O)O (1H-Pyrrolo[2,3-b]pyridine-5-carboxylic acid). Yield: 3.0%. As a reaction SMILES: C([Si](C)(C)[N:6]1[C:10]2=[N:11][CH:12]=[C:13]([C:15]([OH:17])=[O:16])[CH:14]=[C:9]2[CH2:8][CH2:7]1)(C)(C)C.C(C1C(=O)C(Cl)=C(Cl)C(=O)C=1C#N)#N.N1C2C(=CC=CC=2)C=N1>C(Cl)Cl.Cl.CO>[NH:6]1[C:10]2=[N:11][CH:12]=[C:13]([C:15]([OH:17])=[O:16])[CH:14]=[C:9]2[CH:8]=[CH:7]1. Reported procedure: A solution of crude acid 10 in CH2Cl2 (5 mL) was treated with DDQ in small portions until TLC analysis revealed no starting material left. The mixture was concentrated to afford a solid residue containing azaindole 11. The residue was dissolved in a 5% solution of HCl in MeOH (5 mL), and stirred at r.t. After 1.5 h the mixture was concentrated and diluted with CHCl3 and saturated brine. The mixture was basified with 50% NaOH solution to pH 11. The organic layer was discarded. The aqueous layer w... As a reaction SMILES: [C:1](=[O:2])([O:3][CH3:4])[CH:5]1[C:6]2([CH3:7])[CH:8]([CH2:9][CH2:10]1)[CH:11]1[CH2:12][C:13](=[O:26])[C:14]3([OH:25])[CH2:15][CH:16]([OH:24])[CH2:17][CH2:18][C:19]3([CH3:20])[CH:21]1[CH2:22][CH2:23]2.[C:33]([O-:34])(=[O:35])[CH3:36].[CH3:38][CH2:39][OH:40].[ClH:27].[NH2:28][OH:29].[Na+:37].[OH2:30].[OH2:31].[OH2:32]>>[C:1](=[O:2])([O:3][CH3:4])[CH:5]1[C:6]2([CH3:7])[CH:8]([CH2:9][CH2:10]1)[CH:11]1[CH2:12][C:13](=[N:28][OH:29])[C:14]3([OH:25])[CH2:15][CH:16]([OH:24])[CH2:17][CH2:18][C:19]3([CH3:20])[CH:21]1[CH2:22][CH2:23]2. Reactants: COC(=O)C1CCC2C3CC(=O)C4(O)CC(O)CCC4(C)C3CCC12C, CC(=O)[O-], CCO, Cl, NO, [Na+], O, O, O. The product is COC(=O)C1CCC2C3CC(=NO)C4(O)CC(O)CCC4(C)C3CCC12C. The reactants are CC(C)(C)Sc1nc(Br)c2c(N)nccn12, COCCOC, [F-], CC1(C)OB(c2ccc3ccc(-c4ccccc4)nc3c2F)OC1(C)C, [K+], CN(C)C=O, O, c1ccc(P(c2ccccc2)(c2ccccc2)[Pd](P(c2ccccc2)(c2ccccc2)c2ccccc2)(P(c2ccccc2)(c2ccccc2)c2ccccc2)P(c2ccccc2)(c2ccccc2)c2ccccc2)cc1. Yields the product CC(C)(C)Sc1nc(-c2ccc3ccc(-c4ccccc4)nc3c2F)c2c(N)nccn12. As a reaction SMILES: [Br:1][c:2]1[n:3][c:4]([S:12][C:13]([CH3:14])([CH3:15])[CH3:16])[n:5]2[c:6]1[c:7]([NH2:11])[n:8][cH:9][cH:10]2.[CH3:45][O:46][CH2:47][CH2:48][O:49][CH3:50].[F-:43].[F:17][c:18]1[c:19]([B:34]2[O:35][C:36]([CH3:37])([CH3:38])[C:39]([CH3:40])([CH3:41])[O:42]2)[cH:20][cH:21][c:22]2[cH:23][cH:24][c:25](-[c:28]3[cH:29][cH:30][cH:31][cH:32][cH:33]3)[n:26][c:27]12.[K+:44].[O:52]=[CH:53][N:54]([CH3:55])[CH3:56].[OH2:51].[cH:57]1[cH:58][cH:59][c:60]([P:61]([Pd:62]([P:63]([c:64]2[cH:65][cH:66][cH:67][cH:68][cH:69]2)([c:70]2[cH:71][cH:72][cH:73][cH:74][cH:75]2)[c:76]2[cH:77][cH:78][cH:79][cH:80][cH:81]2)([P:82]([c:83]2[cH:84][cH:85][cH:86][cH:87][cH:88]2)([c:89]2[cH:90][cH:91][cH:92][cH:93][cH:94]2)[c:95]2[cH:96][cH:97][cH:98][cH:99][cH:100]2)[P:101]([c:102]2[cH:103][cH:104][cH:105][cH:106][cH:107]2)([c:108]2[cH:109][cH:110][cH:111][cH:112][cH:113]2)[c:114]2[cH:115][cH:116][cH:117][cH:118][cH:119]2)([c:120]2[cH:121][cH:122][cH:123][cH:124][cH:125]2)[c:126]2[cH:127][cH:128][cH:129][cH:130][cH:131]2)[cH:132][cH:133]1>>[c:2]1(-[c:19]2[c:18]([F:17])[c:27]3[c:22]([cH:21][cH:20]2)[cH:23][cH:24][c:25](-[c:28]2[cH:29][cH:30][cH:31][cH:32][cH:33]2)[n:26]3)[n:3][c:4]([S:12][C:13]([CH3:14])([CH3:15])[CH3:16])[n:5]2[c:6]1[c:7]([NH2:11])[n:8][cH:9][cH:10]2.